This data is from the Open Reaction Database (ORD), a public repository of structured organic reaction records. The task is: describe an organic reaction: reactants, conditions, products, and yield Reaction SMILES: O[CH2:2][C:3]([C:5]1[CH:10]=[CH:9][CH:8]=[CH:7][CH:6]=1)=[O:4].[CH:11](=[O:18])C1C=CC=CC=1.N1CCCC1>CO>[O:18]1[C:6]2[C:5](=[CH:10][CH:9]=[CH:8][CH:7]=2)[C:3](=[O:4])[CH2:2][CH2:11]1. The solvent is CO (methanol). Reaction conditions: temperature 50 celsius. Procedure: 2-Hydroxyacetophenone compounds of structure XXXXI are treated with benzaldehyde compounds of structure XXXXII under suitable conditions to provide chroman-4-one compounds of structure XXXXIII. In some embodiments, 2-hydroxyacetophenone compounds of structure XXXXI are treated with benzaldehyde compounds of structure XXXXII, pyrrolidine, and methanol, with heating to about 50° C. for about 2 days to provide chroman-4-one compounds of structure XXXXIII. Chroman-4-one compounds of structure XXXXII... Starting materials: OCC(=O)C1=CC=CC=C1 (2-hydroxyacetophenone), C(C1=CC=CC=C1)=O (benzaldehyde), N1CCCC1 (pyrrolidine). The product is O1CCC(C2=CC=CC=C12)=O (chroman-4-one). The reactants are BrCC1=CC=C(C(=O)C2=CC=C(C=C2)Cl)C=C1 (4-bromomethyl-4'-chlorobenzophenone), CS.[Na] (methylmercaptan sodium). Solvent: CO (methanol). Reaction conditions: time 30 minute. Product: ClC1=CC=C(C(=O)C2=CC=C(C=C2)CSC)C=C1 (4-Chloro-4'-methylthiomethylbenzophenone). Isolated yield 83.0%. As a reaction SMILES: Br[CH2:2][C:3]1[CH:17]=[CH:16][C:6]([C:7]([C:9]2[CH:14]=[CH:13][C:12]([Cl:15])=[CH:11][CH:10]=2)=[O:8])=[CH:5][CH:4]=1.[CH3:18][SH:19].[Na]>CO>[Cl:15][C:12]1[CH:13]=[CH:14][C:9]([C:7]([C:6]2[CH:16]=[CH:17][C:3]([CH2:2][S:19][CH3:18])=[CH:4][CH:5]=2)=[O:8])=[CH:10][CH:11]=1 |f:1.2,^1:19|. Procedure details: 4-bromomethyl-4'-chlorobenzophenone (3.1 g) and 15% methylmercaptan-sodium aqueous solution (5.6 g) were added to methanol (150 ml), and the mixture was stirred for 30 minutes under reflux. The reaction mixture was concentrated and extracted with ethyl acetate. The ethyl acetate layer was washed with water and then dried over anhydrous magnesium sulfate. Ethyl acetate was distilled off under reduced pressure. The residual solid was washed with n-hexane to obtain the desired product (2.3 g, melti...